This data is from the Open Reaction Database (ORD), a public repository of structured organic reaction records. The task is: describe an organic reaction: reactants, conditions, products, and yield As a reaction SMILES: [CH3:33][C:34]#[N:35].[CH:13]([N:14]([CH2:15][CH3:16])[CH:17]([CH3:18])[CH3:19])([CH3:20])[CH3:21].[NH2:1][CH:2]1[C:3](=[O:12])[NH:4][c:5]2[cH:6][cH:7][cH:8][cH:9][c:10]2[CH2:11]1.[S:22](=[O:23])(=[O:24])([Cl:25])[Cl:26].[cH:27]1[cH:28][cH:29][cH:30][cH:31][cH:32]1>>[NH:1]([CH:2]1[C:3](=[O:12])[NH:4][c:5]2[cH:6][cH:7][cH:8][cH:9][c:10]2[CH2:11]1)[S:22](=[O:23])(=[O:24])[c:27]1[cH:28][cH:29][cH:30][cH:31][cH:32]1. The reactants are CC#N, CCN(C(C)C)C(C)C, NC1Cc2ccccc2NC1=O, O=S(=O)(Cl)Cl, c1ccccc1. The product is O=C1Nc2ccccc2CC1NS(=O)(=O)c1ccccc1.